This data is from the Open Reaction Database (ORD), a public repository of structured organic reaction records. The task is: describe an organic reaction: reactants, conditions, products, and yield Reactants: O=C1CCC(=O)N1Br, ClC(Cl)(Cl)Cl, CCOC1=C(O)N=C(C)S1=C=O. The product is CCOC1=C(O)N=C(CBr)S1=C=O. RXN SMILES: [Br:13][N:14]1[C:15](=[O:16])[CH2:17][CH2:18][C:19]1=[O:20].[C:21]([Cl:22])([Cl:23])([Cl:24])[Cl:25].[CH3:1][C:2]1=[N:6][C:5]([OH:7])=[C:4]([O:8][CH2:9][CH3:10])[S:3]1=[C:11]=[O:12]>>[CH2:1]([C:2]1=[N:6][C:5]([OH:7])=[C:4]([O:8][CH2:9][CH3:10])[S:3]1=[C:11]=[O:12])[Br:13]. The reactants are COc1ccc(C(C#Cc2ccccc2)CCO)cc1OC1CCCC1, O=C1NC(=O)c2ccccc21, CCOC(=O)N=NC(=O)OCC, C1CCOC1, c1ccc(P(c2ccccc2)c2ccccc2)cc1. Product: COc1ccc(C(C#Cc2ccccc2)CCN)cc1OC1CCCC1. RXN SMILES: [CH:1]1([O:6][c:7]2[cH:8][c:9]([CH:15]([CH2:16][CH2:17][OH:18])[C:19]#[C:20][c:21]3[cH:22][cH:23][cH:24][cH:25][cH:26]3)[cH:10][cH:11][c:12]2[O:13][CH3:14])[CH2:2][CH2:3][CH2:4][CH2:5]1.[O:27]=[C:28]1[NH:29][C:36](=[O:37])[c:31]2[c:30]1[cH:35][cH:34][cH:33][cH:32]2.[O:57]=[C:58]([O:59][CH2:60][CH3:61])[N:62]=[N:63][C:64]([O:65][CH2:66][CH3:67])=[O:68].[O:69]1[CH2:70][CH2:71][CH2:72][CH2:73]1.[c:38]1([P:39]([c:40]2[cH:41][cH:42][cH:43][cH:44][cH:45]2)[c:46]2[cH:47][cH:48][cH:49][cH:50][cH:51]2)[cH:52][cH:53][cH:54][cH:55][cH:56]1>>[CH:1]1([O:6][c:7]2[cH:8][c:9]([CH:15]([CH2:16][CH2:17][NH2:29])[C:19]#[C:20][c:21]3[cH:22][cH:23][cH:24][cH:25][cH:26]3)[cH:10][cH:11][c:12]2[O:13][CH3:14])[CH2:2][CH2:3][CH2:4][CH2:5]1. The reactants are [BH4-], CO, COCC(C)(C)N=Cc1ccc(F)cc1F, [Na+], [Na+], O=C([O-])O, O. The product is COCC(C)(C)NCc1ccc(F)cc1F. RXN SMILES: [BH4-:17].[CH3:25][OH:26].[F:1][c:2]1[c:3]([CH:4]=[N:5][C:6]([CH2:7][O:8][CH3:9])([CH3:10])[CH3:11])[cH:12][cH:13][c:14]([F:16])[cH:15]1.[Na+:18].[Na+:23].[O-:19][C:20]([OH:21])=[O:22].[OH2:24]>>[F:1][c:2]1[c:3]([CH2:4][NH:5][C:6]([CH2:7][O:8][CH3:9])([CH3:10])[CH3:11])[cH:12][cH:13][c:14]([F:16])[cH:15]1. Reactants: FC=1C=C(OC2=C(C=C(C=C2)CO)F)C=CC1F ((4-(3,4-difluorophenoxy)-3-fluorophenyl)methanol), ClC1=NC(N2C(N(CCC2)C(=O)OC(C)(C)C)=C1)=O (tert-butyl 8-chloro-6-oxo-2,3,4,6-tetrahydro-1H-pyrimido[1,6-a]pyrimidine-1-carboxylate). Yields the product FC=1C=C(OC2=C(C=C(COC3=NC(N4C(NCCC4)=C3)=O)C=C2)F)C=CC1F (8-((4-(3,4-difluorophenoxy)-3-fluorobenzyl)oxy)-3,4-dihydro-1H-pyrimido[1,6-a]pyrimidin-6(2H)-one). RXN SMILES: [F:1][C:2]1[CH:3]=[C:4]([CH:15]=[CH:16][C:17]=1[F:18])[O:5][C:6]1[CH:11]=[CH:10][C:9]([CH2:12][OH:13])=[CH:8][C:7]=1[F:14].Cl[C:20]1[CH:36]=[C:24]2[N:25](C(OC(C)(C)C)=O)[CH2:26][CH2:27][CH2:28][N:23]2[C:22](=[O:37])[N:21]=1>>[F:1][C:2]1[CH:3]=[C:4]([CH:15]=[CH:16][C:17]=1[F:18])[O:5][C:6]1[CH:11]=[CH:10][C:9]([CH2:12][O:13][C:20]2[CH:36]=[C:24]3[NH:25][CH2:26][CH2:27][CH2:28][N:23]3[C:22](=[O:37])[N:21]=2)=[CH:8][C:7]=1[F:14]. Procedure: The title compound or its salt was prepared by a procedure similar to that described for E111 starting from (4-(3,4-difluorophenoxy)-3-fluorophenyl)methanol and tert-butyl 8-chloro-6-oxo-2,3,4,6-tetrahydro-1H-pyrimido[1,6-a]pyrimidine-1-carboxylate.